From a dataset of the Open Reaction Database (ORD), a public repository of structured organic reaction records. describe an organic reaction: reactants, conditions, products, and yield Reactants: C(C1=CC=CC=C1)(=O)Cl (benzoyl chloride), [Cl-].[Cl-].[Cl-].[Al+3] (aluminium trichloride), ClC1(C(C=CC=C1)O)O (2-chloro-1,2-benzenediol). The solvent is C(=S)=S (carbon disulphide). Reaction conditions: time 15 minute. Yields the product ClC1=C(C=C(C(=C1)O)O)C(=O)C1=CC=CC=C1 ((2-chloro-4,5-dihydroxyphenyl)-phenylmethanone), crystals. As a reaction SMILES: [Cl-:1].[Cl-].[Cl-].[Al+3].Cl[C:6]1([OH:13])[CH:11]=[CH:10][CH:9]=[CH:8][CH:7]1[OH:12].[C:14](Cl)(=[O:21])[C:15]1[CH:20]=[CH:19][CH:18]=[CH:17][CH:16]=1>C(=S)=S>[Cl:1][C:10]1[CH:11]=[C:6]([OH:13])[C:7]([OH:12])=[CH:8][C:9]=1[C:14]([C:15]1[CH:20]=[CH:19][CH:18]=[CH:17][CH:16]=1)=[O:21] |f:0.1.2.3|. Procedure: A mixture of 300 ml of carbon disulphide, 80 g (0.60 mol) of powdered aluminium trichloride and 28.9 g (0.20 mol) of 2-chloro-1,2-benzenediol is stirred for 15 minutes at room temperature and then for 1 hour at 40°. 30.9 g (0.220 mol) of benzoyl chloride are then added over a period of 10 minutes and the whole is stirred for a further 15 minutes at 40° and heated in order slowly to distil off the carbon disulphide. The dry residue is then heated to 140° (bath temperature) in the course of 1 hour... Reactants: CC(=O)[O-], CC(=O)O, O=Cc1ccc(OCc2c(F)cccc2Cl)cc1, [Na+], O=C1CSC(=S)N1. Yields the product O=C1NC(=S)SC1=Cc1ccc(OCc2c(F)cccc2Cl)cc1. RXN SMILES: [CH3:20][C:21](=[O:22])[O-:23].[CH3:31][C:32](=[O:33])[OH:34].[Cl:1][c:2]1[c:3]([CH2:9][O:10][c:11]2[cH:12][cH:13][c:14]([CH:15]=[O:16])[cH:17][cH:18]2)[c:4]([F:8])[cH:5][cH:6][cH:7]1.[Na+:19].[S:24]1[C:25](=[S:26])[NH:27][C:28](=[O:29])[CH2:30]1>>[Cl:1][c:2]1[c:3]([CH2:9][O:10][c:11]2[cH:12][cH:13][c:14]([CH:15]=[C:30]3[S:24][C:25](=[S:26])[NH:27][C:28]3=[O:29])[cH:17][cH:18]2)[c:4]([F:8])[cH:5][cH:6][cH:7]1. Starting materials: N1=CC(=CC=C1)CN1C(=CC2=CC=CC=C12)C(=O)O (1-(3-pyridyl-methyl)-1H-indole-2-carboxylic acid), C1(=CC=CC=C1)P(=O)(C1=CC=CC=C1)N=[N+]=[N-] (diphenylphosphoryl azide), C(C)(C)N(C(C)C)CC (N,N-diisopropylethylamine), Cl.Cl.CN(C1=CC=C(CN)C=C1)C (4-dimethylamino-benzylamine dihydrochloride). Solvent: CN(C=O)C (N,N-dimethylformamide). Product: CN(C1=CC=C(CNC(=O)C=2N(C3=CC=CC=C3C2C)C=2C=NC=CC2)C=C1)C (1-(3-Pyridyl)-methyl-1H-indole-2-carboxylic acid 4-dimethylamino-benzylamide). The yield is 76.0%. Reaction SMILES: N1C=[CH:5][CH:4]=[C:3]([CH2:7][N:8]2[C:16]3[C:11](=[CH:12][CH:13]=[CH:14][CH:15]=3)[CH:10]=[C:9]2[C:17]([OH:19])=O)C=1.[C:20]1(P(N=[N+]=[N-])(C2C=CC=CC=2)=O)C=CC=CC=1.[CH:37]([N:40](CC)C(C)C)(C)C.Cl.Cl.[CH3:48][N:49]([CH3:58])[C:50]1[CH:57]=[CH:56][C:53]([CH2:54][NH2:55])=[CH:52][CH:51]=1>CN(C)C=O>[CH3:48][N:49]([CH3:58])[C:50]1[CH:57]=[CH:56][C:53]([CH2:54][NH:55][C:17]([C:9]2[N:8]([C:7]3[CH:37]=[N:40][CH:5]=[CH:4][CH:3]=3)[C:16]3[C:11]([C:10]=2[CH3:20])=[CH:12][CH:13]=[CH:14][CH:15]=3)=[O:19])=[CH:52][CH:51]=1 |f:3.4.5|. Reported procedure: This compound was prepared from 1-(3-pyridyl-methyl)-1H-indole-2-carboxylic acid (200 mg, 0.79 mmol), diphenylphosphoryl azide (222.7 μl, 1.03 mmol), N,N-diisopropylethylamine (364 μl), and 4-dimethylamino-benzylamine dihydrochloride (632.3 mg, 2.84 mmol) in N,N-dimethylformamide (10 ml) as described in example 3/1. The purification by flash chromatography on silica gel was done with toluene/ethyl acetate first 6:1, then going to pure ethyl acetate in two steps: 228.7 mg (76%) of the desired pro... The reactants are [Br-], COC(=O)c1nc(SC)n2c1CN=C(c1ccccc1Cl)c1cc(Cl)ccc1-2, CN, CCO, [K+]. Yields the product CNC(=O)c1nc(SC)n2c1CN=C(c1ccccc1Cl)c1cc(Cl)ccc1-2. Reaction SMILES: [Br-:31].[CH3:1][O:2][C:3](=[O:4])[c:5]1[n:6][c:7]([S:27][CH3:28])[n:8]2[c:9]1[CH2:10][N:11]=[C:12]([c:20]1[c:21]([Cl:26])[cH:22][cH:23][cH:24][cH:25]1)[c:13]1[c:14]-2[cH:15][cH:16][c:17]([Cl:19])[cH:18]1.[CH3:29][NH2:30].[CH3:33][CH2:34][OH:35].[K+:32]>>[C:3](=[O:4])([c:5]1[n:6][c:7]([S:27][CH3:28])[n:8]2[c:9]1[CH2:10][N:11]=[C:12]([c:20]1[c:21]([Cl:26])[cH:22][cH:23][cH:24][cH:25]1)[c:13]1[c:14]-2[cH:15][cH:16][c:17]([Cl:19])[cH:18]1)[NH:30][CH3:29].